From a dataset of the Open Reaction Database (ORD), a public repository of structured organic reaction records. describe an organic reaction: reactants, conditions, products, and yield The reactants are FC(OC(C(OC(COCCCCCCl)(F)F)(F)F)(F)F)(F)F (5-(2-(2-(trifluoromethoxy)tetrafluoroethoxy)-2,2-difluoroethoxy)pentyl chloride), C(CCCCCCCCC)C1=NN=C(S1)C1=CC=C(C=C1)O (5-decyl-2-[4-hydroxyphenyl]-1,3,4-thiadiazole). Product: C(CCCCCCCCC)C1=NN=C(S1)C1=CC=C(C=C1)OCCCCCOCC(F)(F)OC(C(OC(F)(F)F)(F)F)(F)F (5-Decyl-2-[4-(5-(2-(2-(trifluoromethoxy)tetrafluoroethoxy)-2,2-difluoroethoxy)pentoxy)phenyl]-1,3,4-thiadiazole). RXN SMILES: [F:1][C:2]([F:23])([F:22])[O:3][C:4]([F:21])([F:20])[C:5]([F:19])([F:18])[O:6][C:7]([F:17])([F:16])[CH2:8][O:9][CH2:10][CH2:11][CH2:12][CH2:13][CH2:14]Cl.[CH2:24]([C:34]1[S:38][C:37]([C:39]2[CH:44]=[CH:43][C:42]([OH:45])=[CH:41][CH:40]=2)=[N:36][N:35]=1)[CH2:25][CH2:26][CH2:27][CH2:28][CH2:29][CH2:30][CH2:31][CH2:32][CH3:33]>>[CH2:24]([C:34]1[S:38][C:37]([C:39]2[CH:44]=[CH:43][C:42]([O:45][CH2:14][CH2:13][CH2:12][CH2:11][CH2:10][O:9][CH2:8][C:7]([O:6][C:5]([F:19])([F:18])[C:4]([F:21])([F:20])[O:3][C:2]([F:23])([F:22])[F:1])([F:17])[F:16])=[CH:41][CH:40]=2)=[N:36][N:35]=1)[CH2:25][CH2:26][CH2:27][CH2:28][CH2:29][CH2:30][CH2:31][CH2:32][CH3:33]. Procedure details: The title compound was prepared essentially as in Example 1 by combining 5-(2-(2-(trifluoromethoxy)tetrafluoroethoxy)-2,2-difluoroethoxy)pentyl chloride (2.4 g, 5.7 mmol, prepared from 1,5-dichloropentane and 2-(2-(trifluoromethoxy)tetrafluoroethoxy)-2,2-difluoroethanol) with 5-decyl-2-[4-hydroxyphenyl]-1,3,4-thiadiazole (1.4 g, 4.4 mmol, prepared essentially as described by C. Tschierske and D. Girdzivnaite in J. Prakt. Chem. 1991, 135-37). The reaction mixture was quenched by addition of water... The reactants are Cl.[Cl-].OCCCN(C)CCC[N+](C)(C)C (3-[N'-(3-hydroxypropyl)-N'-methylamino]-N,N,N-trimethyl-1-propanaminium chloride hydrochloride), S(=O)(Cl)Cl (thionyl chloride). Yields the product Cl.[Cl-].ClCCCN(C)CCC[N+](C)(C)C (3-[N'-(3-chloropropyl)-N'-methylamino]-N,N,N-trimethyl-1-propanaminium chloride hydrochloride). As a reaction SMILES: [ClH:1].[Cl-].O[CH2:4][CH2:5][CH2:6][N:7]([CH2:9][CH2:10][CH2:11][N+:12]([CH3:15])([CH3:14])[CH3:13])[CH3:8].S(Cl)([Cl:18])=O>>[ClH:18].[Cl-:1].[Cl:18][CH2:4][CH2:5][CH2:6][N:7]([CH2:9][CH2:10][CH2:11][N+:12]([CH3:15])([CH3:14])[CH3:13])[CH3:8] |f:0.1.2,4.5.6|. Procedure: The process, according to claim 1, which comprises reacting N,N,N-trimethyl-[3-(methylamino)]-1-propanaminium bromide with oxetane in aqueous solution at a temperature of about 100° C., thereby forming 3[N'-(3-hydroxypropyl)-N'-methylamino]-N,N,N-trimethyl-1-propanaminium bromide, reacting the latter compound with aqueous hydrochloric acid to form 3-[N'-(3-hydroxypropyl)-N'-methylamino]-N,N,N-trimethyl-1-propanaminium chloride hydrochloride, and reacting the said 3-[N'-(3-hydroxypropyl)-N'-methy... Reactants: ClC1=CC=C2C(=C1)NC(C21C(NC(CC1C(C)C)=O)C1=CC(=CC=C1)Cl)=O (racemic (2′S,3S,4′R)-6-chloro-2′-(3-chlorophenyl)-4′-isopropylspiro[3H-indole-3,3′-piperidine]-2,6′(1H)-dione), COC1=CC=C(C=C1)P1(SP(S1)(C1=CC=C(C=C1)OC)=S)=S (2,4-bis-(4-methoxyphenyl)-1,3-dithia-2,4-diphosphetane 2,4-disulfide). Run in C1(=CC=CC=C1)C (toluene). Conditions: temperature 120 celsius. Yields the product ClC1=CC=C2C(=C1)NC(C21C(NC(CC1C(C)C)=S)C1=CC(=CC=C1)Cl)=O (racemic (2′S,3R)-6-chloro-2′-(3-chlorophenyl)-4′-isopropyl-6′-thioxospiro[3H-indole-3,3′-piperidine]-2(1H)-one). Yield: 95.4%. As a reaction SMILES: [Cl:1][C:2]1[CH:7]=[C:6]2[NH:8][C:9](=[O:27])[C:10]3([CH:15]([CH:16]([CH3:18])[CH3:17])[CH2:14][C:13](=O)[NH:12][CH:11]3[C:20]3[CH:25]=[CH:24][CH:23]=[C:22]([Cl:26])[CH:21]=3)[C:5]2=[CH:4][CH:3]=1.COC1C=CC(P2(=S)SP(=S)(C3C=CC(OC)=CC=3)[S:37]2)=CC=1>C1(C)C=CC=CC=1>[Cl:1][C:2]1[CH:7]=[C:6]2[NH:8][C:9](=[O:27])[C:10]3([CH:15]([CH:16]([CH3:18])[CH3:17])[CH2:14][C:13](=[S:37])[NH:12][CH:11]3[C:20]3[CH:25]=[CH:24][CH:23]=[C:22]([Cl:26])[CH:21]=3)[C:5]2=[CH:4][CH:3]=1. Reported procedure: The mixture of racemic (2′S,3R)-6-chloro-2′-(3-chlorophenyl)-4′,4′-isopropylspiro[3H-indole-3,3′-piperidine]-2,6′(1H)-dione (60 mg, 0.15 mmol) prepared in example 3b and 2,4-bis-(4-methoxyphenyl)-1,3-dithia-2,4-diphosphetane 2,4-disulfide (100 mg, 0.25 mmol) (Aldrich) in toluene (20 mL) was heated at 120° C. for 0.5 h. The mixture was cooled to room temperature and then concentrated. The residue was purified by chromatography (EtOAc:hexanes=1:1) to give racemic (2′S,3R)-6-chloro-2′-(3-chlorophen... Reactants: O=C(O)c1ncc(Cl)cc1Cl, CC1(C)OC(N)=NC(C)(c2cc(N)ccc2F)C1(F)F. RXN SMILES: [Cl:21][c:22]1[c:23]([C:29](=[O:30])[OH:31])[n:24][cH:25][c:26]([Cl:28])[cH:27]1.[NH2:1][c:2]1[cH:3][cH:4][c:5]([F:20])[c:6]([C:8]2([CH3:19])[N:9]=[C:10]([NH2:18])[O:11][C:12]([CH3:16])([CH3:17])[C:13]2([F:14])[F:15])[cH:7]1>>[NH:1]([c:2]1[cH:3][cH:4][c:5]([F:20])[c:6]([C:8]2([CH3:19])[N:9]=[C:10]([NH2:18])[O:11][C:12]([CH3:16])([CH3:17])[C:13]2([F:14])[F:15])[cH:7]1)[C:29]([c:23]1[c:22]([Cl:21])[cH:27][c:26]([Cl:28])[cH:25][n:24]1)=[O:30]. Product: CC1(C)OC(N)=NC(C)(c2cc(NC(=O)c3ncc(Cl)cc3Cl)ccc2F)C1(F)F. The reactants are C=CCOCC(=O)Nc1c(I)c(C(=O)NC(COC(C)=O)COC(C)=O)c(I)c(C(=O)NC(COC(C)=O)COC(C)=O)c1I, CC(=O)OC(C)=O, CO, O=C1CCC(=O)N1I, [Na+], C1COCCO1, [OH-]. Product: CC(=O)OCC(COC(C)=O)NC(=O)c1c(I)c(C(=O)NC(COC(C)=O)COC(C)=O)c(I)c(N2C(=O)COCC2CI)c1I. As a reaction SMILES: [C:1]([CH3:2])(=[O:3])[O:4][CH2:5][CH:6]([CH2:7][O:8][C:9]([CH3:10])=[O:11])[NH:12][C:13](=[O:14])[c:15]1[c:16]([I:45])[c:17]([C:31](=[O:32])[NH:33][CH:34]([CH2:35][O:36][C:37]([CH3:38])=[O:39])[CH2:40][O:41][C:42]([CH3:43])=[O:44])[c:18]([I:30])[c:19]([NH:22][C:23]([CH2:24][O:25][CH2:26][CH:27]=[CH2:28])=[O:29])[c:20]1[I:21].[CH3:56][C:57]([O:58][C:59](=[O:60])[CH3:61])=[O:62].[CH3:69][OH:70].[I:48][N:49]1[C:50](=[O:51])[CH2:52][CH2:53][C:54]1=[O:55].[Na+:47].[O:63]1[CH2:64][CH2:65][O:66][CH2:67][CH2:68]1.[OH-:46]>>[C:1]([CH3:2])(=[O:3])[O:4][CH2:5][CH:6]([CH2:7][O:8][C:9]([CH3:10])=[O:11])[NH:12][C:13](=[O:14])[c:15]1[c:16]([I:45])[c:17]([C:31](=[O:32])[NH:33][CH:34]([CH2:35][O:36][C:37]([CH3:38])=[O:39])[CH2:40][O:41][C:42]([CH3:43])=[O:44])[c:18]([I:30])[c:19]([N:22]2[C:23](=[O:29])[CH2:24][O:25][CH2:26][CH:27]2[CH2:28][I:48])[c:20]1[I:21]. Starting materials: CC1=CC(=CC=2C3=CC=CC(=C3C(C12)=O)C)C (1,3,8-Trimethylfluoren-9-one), CC1=CC(=CC=2C3=CC=CC(=C3C(C12)=O)C)C (1,3,8-Trimethylfluoren-9-one), [OH-].[Na+] (NaOH), Red phosphorus, I (HI). Solvent: C(CC)(=O)O (propionic acid), O (water). Product: CC1=CC(=CC=2C3=CC=CC(=C3CC12)C)C (1,3,8-Trimethylfluorene). RXN SMILES: [CH3:1][C:2]1[C:14]2[C:13](=O)[C:12]3[C:7](=[CH:8][CH:9]=[CH:10][C:11]=3[CH3:16])[C:6]=2[CH:5]=[C:4]([CH3:17])[CH:3]=1.I.[OH-].[Na+]>C(O)(=O)CC.O>[CH3:1][C:2]1[C:14]2[CH2:13][C:12]3[C:7](=[CH:8][CH:9]=[CH:10][C:11]=3[CH3:16])[C:6]=2[CH:5]=[C:4]([CH3:17])[CH:3]=1 |f:2.3|. Procedure: 1,3,8-Trimethylfluoren-9-one (53) was reduced according to the general procedure of Carruthers et al. (W. Carruthers, D. Whitmarsh, J. Chem. Soc. Perkin Trans, I 1973, 1511). 1,3,8-Trimethylfluoren-9-one (53) (2.74 g, 12.3 mmol) was dissolved in propionic acid (235 ml). Red phosphorus (3.0 g) and concentrated HI (40 ml) were added and the reaction mixture was refluxed for 24 h. Quantitative conversion was shown by TLC. The reaction mixture was diluted with water (250 ml), neutralized with NaOH a...